This data is from the Open Reaction Database (ORD), a public repository of structured organic reaction records. The task is: describe an organic reaction: reactants, conditions, products, and yield Starting materials: Cl, Cc1ccccc1-c1cccc2c1OC(CN=[N+]=[N-])C2. Product: Cc1ccccc1-c1cccc2c1OC(CN)C2. RXN SMILES: [ClH:21].[N:1](=[N+:2]=[N-:3])[CH2:4][CH:5]1[O:6][c:7]2[c:8]([cH:10][cH:11][cH:12][c:13]2-[c:14]2[c:15]([CH3:20])[cH:16][cH:17][cH:18][cH:19]2)[CH2:9]1>>[NH2:1][CH2:4][CH:5]1[O:6][c:7]2[c:8]([cH:10][cH:11][cH:12][c:13]2-[c:14]2[c:15]([CH3:20])[cH:16][cH:17][cH:18][cH:19]2)[CH2:9]1. Starting materials: C=CCC(NS(=O)(=O)c1ccc(-c2ccc(Cl)cc2)cc1)C(=O)OC, O=C(OO)c1cccc(Cl)c1, ClCCl, [Na+], O=C([O-])O, O. Yields the product COC(=O)C(CC1CO1)NS(=O)(=O)c1ccc(-c2ccc(Cl)cc2)cc1. As a reaction SMILES: [Cl:1][c:2]1[cH:3][cH:4][c:5](-[c:8]2[cH:9][cH:10][c:11]([S:14](=[O:15])(=[O:16])[NH:17][CH:18]([C:19](=[O:20])[O:21][CH3:22])[CH2:23][CH:24]=[CH2:25])[cH:12][cH:13]2)[cH:6][cH:7]1.[Cl:27][c:28]1[cH:29][cH:30][cH:31][c:32]([C:33]([O:34][OH:36])=[O:35])[cH:37]1.[Cl:38][CH2:39][Cl:40].[Na+:45].[O-:41][C:42]([OH:43])=[O:44].[OH2:26]>>[Cl:1][c:2]1[cH:3][cH:4][c:5](-[c:8]2[cH:9][cH:10][c:11]([S:14](=[O:15])(=[O:16])[NH:17][CH:18]([C:19](=[O:20])[O:21][CH3:22])[CH2:23][CH:24]3[CH2:25][O:35]3)[cH:12][cH:13]2)[cH:6][cH:7]1. The reactants are C(C)OC(C(CN)(C)C)=O (3-amino-2,2-dimethyl-propionic acid ethyl ester), C1(CCCC1)=O (cyclopentanone), C(C)(=O)[O-].[Na+] (sodium acetate), C(C)(=O)O[BH-](OC(C)=O)OC(C)=O.[Na+] (sodium triacetoxyborohydride). Run in C(Cl)Cl (DCM). Product: C(C)OC(C(CNC1CCCC1)(C)C)=O (3-Cyclopentylamino-2,2-dimethyl-propionic acid ethyl ester). As a reaction SMILES: [CH2:1]([O:3][C:4](=[O:10])[C:5]([CH3:9])([CH3:8])[CH2:6][NH2:7])[CH3:2].[C:11]1(=O)[CH2:15][CH2:14][CH2:13][CH2:12]1.C([O-])(=O)C.[Na+].C(O[BH-](OC(=O)C)OC(=O)C)(=O)C.[Na+]>C(Cl)Cl>[CH2:1]([O:3][C:4](=[O:10])[C:5]([CH3:9])([CH3:8])[CH2:6][NH:7][CH:11]1[CH2:15][CH2:14][CH2:13][CH2:12]1)[CH3:2] |f:2.3,4.5|. Procedure details: Reaction of 3-amino-2,2-dimethyl-propionic acid ethyl ester with cyclopentanone, sodium acetate and sodium triacetoxyborohydride in DCM gave 3-Cyclopentylamino-2,2-dimethyl-propionic acid ethyl ester Reactants: CCOCC, ClCC(Cl)(Cl)Cl, Cn1nc(-c2ncc(Cl)cc2F)cc1O, [Na+], [OH-], O=P(Br)(Br)Br. Yields the product Cn1nc(-c2ncc(Cl)cc2F)cc1Br. As a reaction SMILES: [CH3:29][CH2:30][O:31][CH2:32][CH3:33].[Cl:16][CH2:17][C:18]([Cl:19])([Cl:20])[Cl:21].[F:1][c:2]1[c:3](-[c:9]2[n:10][n:11]([CH3:15])[c:12]([OH:14])[cH:13]2)[n:4][cH:5][c:6]([Cl:8])[cH:7]1.[Na+:28].[OH-:27].[P:22]([Br:23])([Br:24])([Br:25])=[O:26]>>[F:1][c:2]1[c:3](-[c:9]2[n:10][n:11]([CH3:15])[c:12]([Br:24])[cH:13]2)[n:4][cH:5][c:6]([Cl:8])[cH:7]1. Reactants: C1(CCCCCN1)=O (caprolactam), C(C)Br (ethylbromide), [Mg] (magnesium). Solvent: O1CCCC1 (tetrahydrofuran). Product: [Br-].[Mg+2].C1(CCCCCN1)=O.[Br-] (caprolactam magnesium bromide). Reaction SMILES: [C:1]1(=[O:8])[NH:7][CH2:6][CH2:5][CH2:4][CH2:3][CH2:2]1.C([Br:11])C.[Mg:12]>O1CCCC1>[Br-:11].[Mg+2:12].[C:1]1(=[O:8])[NH:7][CH2:6][CH2:5][CH2:4][CH2:3][CH2:2]1.[Br-:11] |f:4.5.6.7|. Procedure details: The following Examples were prepared by reacting caprolactam, ethylbromide, and magnesium in tetrahydrofuran to form caprolactam magnesium bromide.